Dataset: the Open Reaction Database (ORD), a public repository of structured organic reaction records. Task: describe an organic reaction: reactants, conditions, products, and yield The reactants are COC(=O)C1=CC(=CC=2OCCCOC21)[N+](=O)[O-] (8-nitro-3,4-dihydro-2H-benzo[b][1,4]dioxepine-6-carboxylic acid methyl ester), Cl[Sn]Cl (SnCl2), C(=O)(O)[O-].[Na+] (NaHCO3). Run in C(C)O (ethanol). Reaction conditions: temperature 70 celsius. Product: COC(=O)C1=CC(=CC=2OCCCOC21)N (8-Amino-3,4-dihydro-2H-benzo[b][1,4]dioxepine-6-carboxylic acid methyl ester). Yield: 62.2%. RXN SMILES: [CH3:1][O:2][C:3]([C:5]1[C:15]2[O:14][CH2:13][CH2:12][CH2:11][O:10][C:9]=2[CH:8]=[C:7]([N+:16]([O-])=O)[CH:6]=1)=[O:4].Cl[Sn]Cl.C([O-])(O)=O.[Na+]>C(O)C>[CH3:1][O:2][C:3]([C:5]1[C:15]2[O:14][CH2:13][CH2:12][CH2:11][O:10][C:9]=2[CH:8]=[C:7]([NH2:16])[CH:6]=1)=[O:4] |f:2.3|. Procedure: A mixture of 8-nitro-3,4-dihydro-2H-benzo[b][1,4]dioxepine-6-carboxylic acid methyl ester (0.58 g), SnCl2 (2.17 g) and ethanol was refluxed at 70° C. for 2 hours. The reaction was poured over ice and the resulting aqueous solution treated with 5% NaHCO3 (pH 7-8) and extracted with EtOAc. The organic phase was dried with MgSO4 and solvent removed in vacuo to yield 0.318 g of product which was used directly in the next reaction. MS: M+ 224. The reactants are O=C([O-])[O-], CO, [K+], [K+], CC(O)c1cnc(NC(=O)C(C)(C)C)cn1. As a reaction SMILES: [C:17](=[O:18])([O-:19])[O-:20].[CH3:23][OH:24].[K+:21].[K+:22].[OH:1][CH:2]([CH3:3])[c:4]1[n:5][cH:6][c:7]([NH:10][C:11](=[O:12])[C:13]([CH3:14])([CH3:15])[CH3:16])[n:8][cH:9]1>>[OH:1][CH:2]([CH3:3])[c:4]1[n:5][cH:6][c:7]([NH2:10])[n:8][cH:9]1. Product: CC(O)c1cnc(N)cn1. Starting materials: N1N=CC2=CC=CC=C12 (indazole), C1[C@H](C)O1 ((S)-propylene oxide), CC(C)([O-])C.[K+] (potassium t-butoxide), CC(C)(C)O (t-BuOH). The solvent is hexanes, C1CCOC1 (THF). Yields the product N1(N=CC2=CC=CC=C12)C[C@@H](O)C ((S)-2-Indazol-1-yl-1-methyl-ethanol). Isolated yield 33.6%. Reaction SMILES: [NH:1]1[C:9]2[C:4](=[CH:5][CH:6]=[CH:7][CH:8]=2)[CH:3]=[N:2]1.[CH2:10]1[O:13][C@H:11]1[CH3:12].CC(C)([O-])C.[K+].CC(O)(C)C>C1COCC1>[N:1]1([CH2:10][C@H:11]([CH3:12])[OH:13])[C:9]2[C:4](=[CH:5][CH:6]=[CH:7][CH:8]=2)[CH:3]=[N:2]1 |f:2.3|. Procedure details: A mixture of 0.5 g (4.23 mmol) indazole, 0.3 mL (S)-propylene oxide (4.4 mmol), 0.53 g potassium t-butoxide (4.3 mmol) and 15 mL of 25:1 t-BuOH:THF was stirred in a sealed tube at 70° C. overnite. The solvent was removed in vacuo, 50 mL ethyl acetate was added to the residue, the mixture was filtered, concentrated and the residue purified by chromatography over silica eluting with 1:1 EtOAc:hexanes to yield 0.250 g (1.42 mmol, 67%) of the title compound as a viscous oil. MS (APCI) m/z 177 (M+1). Starting materials: COc1ccc(Br)c2[nH]ccc12, N#C[Cu], [NH4+], CN(C)C=O, [OH-]. The product is COc1ccc(C#N)c2[nH]ccc12. Reaction SMILES: [CH3:1][O:2][c:3]1[c:4]2[cH:5][cH:6][nH:7][c:8]2[c:9]([Br:12])[cH:10][cH:11]1.[Cu:13][C:14]#[N:15].[NH4+:16].[O:18]=[CH:19][N:20]([CH3:21])[CH3:22].[OH-:17]>>[CH3:1][O:2][c:3]1[c:4]2[cH:5][cH:6][nH:7][c:8]2[c:9]([C:14]#[N:15])[cH:10][cH:11]1. Conditions: temperature 105 celsius, time 8 hour. The product is C(#N)CC1(CN(C1)C=1C=CC(=NC1)C(=O)NC1(CC1)C(F)(F)F)N1N=CC(=C1)C1=C2C(=NC=C1)NC=C2 (5-{3-(Cyanomethyl)-3-[4-(1H-pyrrolo[2,3-b]pyridin-4-yl)-1H-pyrazol-1-yl]azetidin-1-yl}-N-[1-(trifluoromethyl)cyclopropyl]pyridine-2-carboxamide). Reactants: Cl.C[Si](CCOCN1C=CC=2C1=NC=CC2C=2C=NN(C2)C2(CNC2)CC#N)(C)C ({3-[4-(1-{[2-(trimethylsilyl)ethoxy]methyl}-1H-pyrrolo[2,3-b]pyridin-4-yl)-1H-pyrazol-1-yl]azetidin-3-yl}acetonitrile HCl salt), BrC=1C=CC(=NC1)C(=O)NC1(CC1)C(F)(F)F (5-bromo-N-[1-(trifluoromethyl)cyclopropyl]pyridine-2-carboxamide), C([O-])([O-])=O.[Cs+].[Cs+] (cesium carbonate), C1=CC=C(C=C1)P(C2=CC=CC=C2)C3=C(C4=CC=CC=C4C=C3)C5=C(C=CC6=CC=CC=C65)P(C7=CC=CC=C7)C8=CC=CC=C8 ((R)-(+)-2,2′-bis(diphenylphosphino)-1,1′-binaphthyl). Reagents/catalysts: C(C)(=O)[O-].[Pd+2].C(C)(=O)[O-] (palladium acetate). Procedure details: A mixture of {3-[4-(1-{[2-(trimethylsilyl)ethoxy]methyl}-1H-pyrrolo[2,3-b]pyridin-4-yl)-1H-pyrazol-1-yl]azetidin-3-yl}acetonitrile HCl salt (40 mg, 0.08 mmol), 5-bromo-N-[1-(trifluoromethyl)cyclopropyl]pyridine-2-carboxamide 26 mg, 0.083 mmol), cesium carbonate (81 mg, 0.25 mmol), (R)-(+)-2,2′-bis(diphenylphosphino)-1,1′-binaphthyl (5.2 mg, 0.0083 mmol) and palladium acetate (1.9 mg, 0.0083 mmol) in toluene (1 mL) was stirred at 105° C. overnight. After the reaction mixture was cooled to room te... Solvent: C1(=CC=CC=C1)C (toluene). Reaction SMILES: Cl.C[Si](C)(C)CCOC[N:8]1[C:12]2=[N:13][CH:14]=[CH:15][C:16]([C:17]3[CH:18]=[N:19][N:20]([C:22]4([CH2:26][C:27]#[N:28])[CH2:25][NH:24][CH2:23]4)[CH:21]=3)=[C:11]2[CH:10]=[CH:9]1.Br[C:32]1[CH:33]=[CH:34][C:35]([C:38]([NH:40][C:41]2([C:44]([F:47])([F:46])[F:45])[CH2:43][CH2:42]2)=[O:39])=[N:36][CH:37]=1.C(=O)([O-])[O-].[Cs+].[Cs+].C1C=CC(P(C2C=CC3C(=CC=CC=3)C=2C2C3C(=CC=CC=3)C=CC=2P(C2C=CC=CC=2)C2C=CC=CC=2)C2C=CC=CC=2)=CC=1>C1(C)C=CC=CC=1.C([O-])(=O)C.[Pd+2].C([O-])(=O)C>[C:27]([CH2:26][C:22]1([N:20]2[CH:21]=[C:17]([C:16]3[CH:15]=[CH:14][N:13]=[C:12]4[NH:8][CH:9]=[CH:10][C:11]=34)[CH:18]=[N:19]2)[CH2:25][N:24]([C:32]2[CH:33]=[CH:34][C:35]([C:38]([NH:40][C:41]3([C:44]([F:47])([F:45])[F:46])[CH2:43][CH2:42]3)=[O:39])=[N:36][CH:37]=2)[CH2:23]1)#[N:28] |f:0.1,3.4.5,8.9.10|. Yield: 8.4%. Starting materials: COc1ccc2nc(C=Cc3ccc(Cl)cc3)nc(NC3CCCCC3NC(=O)OC(C)(C)C)c2c1, CO, CCOC(C)=O, Cl. The product is COc1ccc2nc(C=Cc3ccc(Cl)cc3)nc(NC3CCCCC3N)c2c1. RXN SMILES: [C:1]([O:2][C:3](=[O:4])[NH:8][CH:9]1[CH:10]([NH:15][c:16]2[n:17][c:18]([CH:28]=[CH:29][c:30]3[cH:31][cH:32][c:33]([Cl:36])[cH:34][cH:35]3)[n:19][c:20]3[cH:21][cH:22][c:23]([O:26][CH3:27])[cH:24][c:25]23)[CH2:11][CH2:12][CH2:13][CH2:14]1)([CH3:5])([CH3:6])[CH3:7].[CH3:38][OH:39].[CH3:40][CH2:41][O:42][C:43](=[O:44])[CH3:45].[ClH:37]>>[NH2:8][CH:9]1[CH:10]([NH:15][c:16]2[n:17][c:18]([CH:28]=[CH:29][c:30]3[cH:31][cH:32][c:33]([Cl:36])[cH:34][cH:35]3)[n:19][c:20]3[cH:21][cH:22][c:23]([O:26][CH3:27])[cH:24][c:25]23)[CH2:11][CH2:12][CH2:13][CH2:14]1. The reactants are CCOCC, CCOC(=O)c1ccc(CC(c2ccc([N+](=O)[O-])cc2)C(C)N=[N+]=[N-])o1, C1CCOC1, O, c1ccc(P(c2ccccc2)c2ccccc2)cc1. Product: CCOC(=O)c1ccc(CC(c2ccc([N+](=O)[O-])cc2)C(C)N)o1. As a reaction SMILES: [CH2:46]([O:47][CH2:48][CH3:49])[CH3:50].[N:1](=[N+:2]=[N-:3])[CH:4]([CH:5]([CH2:6][c:7]1[cH:8][cH:9][c:10]([C:12](=[O:13])[O:14][CH2:15][CH3:16])[o:11]1)[c:17]1[cH:18][cH:19][c:20]([N+:23](=[O:24])[O-:25])[cH:21][cH:22]1)[CH3:26].[O:51]1[CH2:52][CH2:53][CH2:54][CH2:55]1.[OH2:56].[c:27]1([P:28]([c:29]2[cH:30][cH:31][cH:32][cH:33][cH:34]2)[c:35]2[cH:36][cH:37][cH:38][cH:39][cH:40]2)[cH:41][cH:42][cH:43][cH:44][cH:45]1>>[NH2:1][CH:4]([CH:5]([CH2:6][c:7]1[cH:8][cH:9][c:10]([C:12](=[O:13])[O:14][CH2:15][CH3:16])[o:11]1)[c:17]1[cH:18][cH:19][c:20]([N+:23](=[O:24])[O-:25])[cH:21][cH:22]1)[CH3:26].